Dataset: the Open Reaction Database (ORD), a public repository of structured organic reaction records. Task: describe an organic reaction: reactants, conditions, products, and yield Starting materials: CCOC(=O)N1CC=CC(O[Si](C)(C)C(C)(C)C)C1, ClCCl, O=C(OO)c1cccc(Cl)c1. Product: CCOC(=O)N1CC(O)C2OC2C1. As a reaction SMILES: [C:1]([Si:2]([CH3:3])([CH3:4])[O:6][CH:7]1[CH:8]=[CH:9][CH2:10][N:11]([C:13](=[O:14])[O:15][CH2:16][CH3:17])[CH2:12]1)([CH3:5])([CH3:18])[CH3:19].[Cl:31][CH2:32][Cl:33].[OH:20][O:21][C:22]([c:23]1[cH:24][c:25]([Cl:26])[cH:27][cH:28][cH:29]1)=[O:30]>>[O:6]1[CH:7]2[CH:8]1[CH:9]([OH:20])[CH2:10][N:11]([C:13](=[O:14])[O:15][CH2:16][CH3:17])[CH2:12]2. Reactants: Cl (hydrochloric acid), C(O)([O-])=O.[Na+] (sodium hydrogen carbonate), C(C)(=O)NC1=CC=CC2=C1C(C1=C(CS2)C=CS1)=O (9-acetamido-4,10-dihydrothieno[3,2-c][1]benzothiepin-10-one), Example 4. Run in CO (methanol). The product is NC1=CC=CC2=C1C(C1=C(CS2)C=CS1)=O (9-amino-4,10-dihydrothieno[3,2-c][1]benzothiepin-10-one). Yield: 99.0%. As a reaction SMILES: Cl.C([NH:5][C:6]1[C:11]2[C:12](=[O:20])[C:13]3[S:19][CH:18]=[CH:17][C:14]=3[CH2:15][S:16][C:10]=2[CH:9]=[CH:8][CH:7]=1)(=O)C.C(=O)([O-])O.[Na+]>CO>[NH2:5][C:6]1[C:11]2[C:12](=[O:20])[C:13]3[S:19][CH:18]=[CH:17][C:14]=3[CH2:15][S:16][C:10]=2[CH:9]=[CH:8][CH:7]=1 |f:2.3|. Procedure: In a mixed solvent of methanol (15 ml) and concentrated hydrochloric acid (15 ml), 9-acetamido-4,10-dihydrothieno[3,2-c][1]benzothiepin-10-one obtained in Reference Example 4 (0.74 g, 2.5 mmol) was heated under reflux for one hour. The reaction mixture was poured into a saturated aqueous solution of sodium hydrogen carbonate, followed by extraction with ethyl acetate (25 ml). The organic layer was washed with a saturated aqueous solution of sodium chloride, and then dried over anhydrous magnesiu... Reactants: CC(C)(C)[O-], CS(=O)(=O)c1ccc2cc[nH]c2c1, [K+], CN(C)C=O. The product is CS(=O)(=O)c1ccc2ccn(N)c2c1. Reaction SMILES: [CH3:14][C:15]([CH3:16])([O-:17])[CH3:18].[CH3:1][S:2](=[O:3])(=[O:4])[c:5]1[cH:6][cH:7][c:8]2[cH:9][cH:10][nH:11][c:12]2[cH:13]1.[K+:19].[O:20]=[CH:21][N:22]([CH3:23])[CH3:24]>>[CH3:1][S:2](=[O:3])(=[O:4])[c:5]1[cH:6][cH:7][c:8]2[cH:9][cH:10][n:11]([NH2:22])[c:12]2[cH:13]1. The reactants are CC(C)(C)[O-], O=C(O)C(F)(F)F, CN(C)C(=O)N1CC2(CCN(C3CCNCC3)CC2)c2cc(F)ccc21, Ic1cnccn1, [Na+], C1COCCO1, O=C(C=Cc1ccccc1)C=Cc1ccccc1, O=C(C=Cc1ccccc1)C=Cc1ccccc1, O=C(C=Cc1ccccc1)C=Cc1ccccc1, [Pd], [Pd]. Product: CN(C)C(=O)N1CC2(CCN(C3CCN(c4cnccn4)CC3)CC2)c2cc(F)ccc21. As a reaction SMILES: [CH3:1][C:2]([CH3:3])([O-:4])[CH3:5].[F:40][C:41]([F:42])([F:43])[C:44]([OH:45])=[O:46].[F:7][c:8]1[cH:9][c:10]2[c:14]([cH:15][cH:16]1)[N:13]([C:17](=[O:18])[N:19]([CH3:20])[CH3:21])[CH2:12][C:11]21[CH2:22][CH2:23][N:24]([CH:27]2[CH2:28][CH2:29][NH:30][CH2:31][CH2:32]2)[CH2:25][CH2:26]1.[I:33][c:34]1[n:35][cH:36][cH:37][n:38][cH:39]1.[Na+:6].[O:103]1[CH2:104][CH2:105][O:106][CH2:107][CH2:108]1.[O:49]=[C:50]([CH:51]=[CH:52][c:53]1[cH:54][cH:55][cH:56][cH:57][cH:58]1)[CH:59]=[CH:60][c:61]1[cH:62][cH:63][cH:64][cH:65][cH:66]1.[O:67]=[C:68]([CH:69]=[CH:70][c:71]1[cH:72][cH:73][cH:74][cH:75][cH:76]1)[CH:77]=[CH:78][c:79]1[cH:80][cH:81][cH:82][cH:83][cH:84]1.[O:85]=[C:86]([CH:87]=[CH:88][c:89]1[cH:90][cH:91][cH:92][cH:93][cH:94]1)[CH:95]=[CH:96][c:97]1[cH:98][cH:99][cH:100][cH:101][cH:102]1.[Pd:47].[Pd:48]>>[F:7][c:8]1[cH:9][c:10]2[c:14]([cH:15][cH:16]1)[N:13]([C:17](=[O:18])[N:19]([CH3:20])[CH3:21])[CH2:12][C:11]21[CH2:22][CH2:23][N:24]([CH:27]2[CH2:28][CH2:29][N:30]([c:34]3[n:35][cH:36][cH:37][n:38][cH:39]3)[CH2:31][CH2:32]2)[CH2:25][CH2:26]1.